Dataset: the Open Reaction Database (ORD), a public repository of structured organic reaction records. Task: describe an organic reaction: reactants, conditions, products, and yield Reactants: ClC1=CC(=NC2=CC=C(C=C12)C)N1CCS(C2=C(C1)C=CC=C2)(=O)=O (4-(4-chloro-6-methylquinolin-2-yl)-2,3,4,5-tetrahydro-1,4-benzothiazepine 1,1-dioxide), C(C1=CC=CC=C1)N1CC2(COC2)C(C1)N (6-benzyl-2-oxa-6-azaspiro[3.4]oct-8-ylamine). Yields the product O=S1(CCN(CC2=C1C=CC=C2)C2=NC1=CC=C(C=C1C(=C2)NC2CNCC21COC1)C)=O (2-(1,1-Dioxido-2,3-dihydro-1,4-benzothiazepin-4(5H)-yl)-6-methyl-N-(2-oxa-6-azaspiro[3.4]oct-8-yl)quinolin-4-amine). As a reaction SMILES: Cl[C:2]1[C:11]2[C:6](=[CH:7][CH:8]=[C:9]([CH3:12])[CH:10]=2)[N:5]=[C:4]([N:13]2[CH2:19][C:18]3[CH:20]=[CH:21][CH:22]=[CH:23][C:17]=3[S:16](=[O:25])(=[O:24])[CH2:15][CH2:14]2)[CH:3]=1.C([N:33]1[CH2:40][CH:39]([NH2:41])[C:35]2([CH2:38][O:37][CH2:36]2)[CH2:34]1)C1C=CC=CC=1>>[O:24]=[S:16]1(=[O:25])[C:17]2[CH:23]=[CH:22][CH:21]=[CH:20][C:18]=2[CH2:19][N:13]([C:4]2[CH:3]=[C:2]([NH:41][CH:39]3[C:35]4([CH2:38][O:37][CH2:36]4)[CH2:34][NH:33][CH2:40]3)[C:11]3[C:6](=[CH:7][CH:8]=[C:9]([CH3:12])[CH:10]=3)[N:5]=2)[CH2:14][CH2:15]1. Reported procedure: The title compound was prepared in analogy to Example 2-1 in Scheme 4 by using 4-(4-chloro-6-methylquinolin-2-yl)-2,3,4,5-tetrahydro-1,4-benzothiazepine 1,1-dioxide (prepared in analogy to the one in Example 2-1) and 6-benzyl-2-oxa-6-azaspiro[3.4]oct-8-ylamine. MS obsd. (ESI+) [(M+H)+] 465, 1H NMR (400 MHz, CD3OD) δ ppm 8.11-8.08 (m, 2 H), 7.90-7.88 (d, J=7.2, 1 H), 7.75-7.70 (m, 2 H), 7.65-7.59 (m, 2 H), 6.36 (s, 1 H), 5.38-5.36 (d, J=8.8, 2 H), 5.20-5.10 (m, 1 H), 4.80-4.79 (m, 2 H), 4.74-4.72... Reactants: CCn1c(-c2ccc(O)c(NC(=O)CCl)c2)c(C#N)c2ccc(OC)cc21, [K+], [K+], O=C([O-])[O-], CN(C)C=O. The product is CCn1c(-c2ccc3c(c2)NC(=O)CO3)c(C#N)c2ccc(OC)cc21. As a reaction SMILES: [Cl:1][CH2:2][C:3](=[O:4])[NH:5][c:6]1[c:7]([OH:27])[cH:8][cH:9][c:10](-[c:12]2[n:13]([CH2:25][CH3:26])[c:14]3[cH:15][c:16]([O:23][CH3:24])[cH:17][cH:18][c:19]3[c:20]2[C:21]#[N:22])[cH:11]1.[K+:28].[K+:29].[O-:30][C:31]([O-:32])=[O:33].[O:34]=[CH:35][N:36]([CH3:37])[CH3:38]>>[CH2:2]1[C:3](=[O:4])[NH:5][c:6]2[c:7]([cH:8][cH:9][c:10](-[c:12]3[n:13]([CH2:25][CH3:26])[c:14]4[cH:15][c:16]([O:23][CH3:24])[cH:17][cH:18][c:19]4[c:20]3[C:21]#[N:22])[cH:11]2)[O:27]1.